This data is from the Open Reaction Database (ORD), a public repository of structured organic reaction records. The task is: describe an organic reaction: reactants, conditions, products, and yield The reactants are C([O-])([O-])=O.[Cs+].[Cs+] (cesium carbonate), C(CCCCC)S (hexanethiol), CSC=1C(=C2C=CC=NC2=CC1)NC([C@H](CCCCCCCC)Br)=O ((S)-N-(6-Methylthioquinolin-5-yl)-2-bromodecanoic amide). The solvent is C1CCOC1 (THF), C1CCOC1 (THF). Run at time 18 hour. Product: CSC=1C(=C2C=CC=NC2=CC1)NC(C(CCCCCCCC)SCCCCCC)=O (N-(6-Methylthioquinolin-5-yl)-2-(hexylthio)-decanoic amide). Yield: 60.3%. Reaction SMILES: [CH3:1][S:2][C:3]1[C:4]([NH:13][C:14](=[O:25])[C@@H:15](Br)[CH2:16][CH2:17][CH2:18][CH2:19][CH2:20][CH2:21][CH2:22][CH3:23])=[C:5]2[C:10](=[CH:11][CH:12]=1)[N:9]=[CH:8][CH:7]=[CH:6]2.C(=O)([O-])[O-].[Cs+].[Cs+].[CH2:32]([SH:38])[CH2:33][CH2:34][CH2:35][CH2:36][CH3:37]>C1COCC1>[CH3:1][S:2][C:3]1[C:4]([NH:13][C:14](=[O:25])[CH:15]([S:38][CH2:32][CH2:33][CH2:34][CH2:35][CH2:36][CH3:37])[CH2:16][CH2:17][CH2:18][CH2:19][CH2:20][CH2:21][CH2:22][CH3:23])=[C:5]2[C:10](=[CH:11][CH:12]=1)[N:9]=[CH:8][CH:7]=[CH:6]2 |f:1.2.3|. Procedure details: (S)-N-(6-Methylthioquinolin-5-yl)-2-bromodecanoic amide (39 mg, 0.09 mmol) in 1 ml of dry THF was added slowly to a suspension containing cesium carbonate (67 mg, 0.20 mmol) and hexanethiol (13 mg, 0.11 mmol) in 2 ml of THF. After 18 hours, the reaction was quenched with 2 ml of 1N HCl and extracted with ethyl acetate (4×10 ml). The organic phase was purified by silica gel column chromatography (eluent: 100% CHCl3) to yield 25 mg (60% yield) of the desired product. 1H NMR (CDCl3) δ8.85 (1H, d, J... The reactants are C(C)(C)(C)OC(NC1=CC=C(C2=CC=CC=C12)OCC#N)=O ((4-cyanomethoxynaphthalen-1-yl)-carbamic acid tert-butyl ester), FC(C(=O)O)(F)F (trifluoroacetic acid), C(C)(=O)OCC (ethyl acetate). The solvent is ClCCl (dichloromethane). The product is NC1=CC=C(C2=CC=CC=C12)OCC#N ((4-aminonaphthalen-1-yloxy)-acetonitrile). Reaction SMILES: C(OC(=O)[NH:7][C:8]1[C:17]2[C:12](=[CH:13][CH:14]=[CH:15][CH:16]=2)[C:11]([O:18][CH2:19][C:20]#[N:21])=[CH:10][CH:9]=1)(C)(C)C.FC(F)(F)C(O)=O.C(OCC)(=O)C>ClCCl>[NH2:7][C:8]1[C:17]2[C:12](=[CH:13][CH:14]=[CH:15][CH:16]=2)[C:11]([O:18][CH2:19][C:20]#[N:21])=[CH:10][CH:9]=1. Procedure details: To a stirred solution of (4-cyanomethoxynaphthalen-1-yl)-carbamic acid tert-butyl ester (1.13 g, 3.8 mmol) in anhydrous dichloromethane (15 ml) at room temperature is added trifluoroacetic acid (5 ml). After 4 hours the mixture is poured into ethyl acetate (100 ml) and washed with saturated sodium bicarbonate solution (150 ml). The organic layer is then dried over anhydrous sodium sulfate and evaporated to dryness to give (4-aminonaphthalen-1-yloxy)-acetonitrile as a red brown solid. Reactants: Cc1ccccc1, OC(Cc1nc2c(N3CCOCC3)nc(Cl)nc2s1)c1ccccc1, Cc1ccc(S(=O)(=O)O)cc1. Product: Clc1nc(N2CCOCC2)c2nc(C=Cc3ccccc3)sc2n1. Reaction SMILES: [CH3:37][c:38]1[cH:39][cH:40][cH:41][cH:42][cH:43]1.[Cl:1][c:2]1[n:3][c:4]([N:20]2[CH2:21][CH2:22][O:23][CH2:24][CH2:25]2)[c:5]2[c:6]([n:7]1)[s:8][c:9]([CH2:11][CH:12]([OH:13])[c:14]1[cH:15][cH:16][cH:17][cH:18][cH:19]1)[n:10]2.[c:26]1([CH3:27])[cH:28][cH:29][c:30]([S:31]([OH:32])(=[O:33])=[O:34])[cH:35][cH:36]1>>[Cl:1][c:2]1[n:3][c:4]([N:20]2[CH2:21][CH2:22][O:23][CH2:24][CH2:25]2)[c:5]2[c:6]([n:7]1)[s:8][c:9]([CH:11]=[CH:12][c:14]1[cH:15][cH:16][cH:17][cH:18][cH:19]1)[n:10]2. Reported procedure: A suspension of platinum oxide (20 mg.) in 2 ml. of absolute alcohol is pre-reduced by shaking with hydrogen in a Hershberg apparatus. A solution of 5-(3-aminopropyl)-5H-dibenzo[a,d]cycloheptene (0.75 g., 0.003 mole) and acetone (0.5 ml.) in 5 ml. of absolute alcohol is added and the mixture shaken with hydrogen in a Hershberg apparatus until the hydrogen uptake is complete. Catalyst is filtered through a mat of diatomaceous earth and washed with absolute alcohol. The combined filtrate and washi... The reactants are alcohol, alcohol, CC(=O)C (acetone), [H][H] (hydrogen), NCCCC1C2=C(C=CC3=C1C=CC=C3)C=CC=C2 (5-(3-aminopropyl)-5H-dibenzo[a,d]cycloheptene), [H][H] (hydrogen), [H][H] (hydrogen). Reagents/catalysts: [Pt]=O (platinum oxide). Product: C(C)(C)NCCCC1C2=C(C=CC3=C1C=CC=C3)C=CC=C2 (5-(3-Isopropylaminopropyl)-5H-dibenzo[a,d]cycloheptene). RXN SMILES: [H][H].[NH2:3][CH2:4][CH2:5][CH2:6][CH:7]1[C:13]2[CH:14]=[CH:15][CH:16]=[CH:17][C:12]=2[CH:11]=[CH:10][C:9]2[CH:18]=[CH:19][CH:20]=[CH:21][C:8]1=2.[CH3:22][C:23]([CH3:25])=O>[Pt]=O>[CH:23]([NH:3][CH2:4][CH2:5][CH2:6][CH:7]1[C:8]2[CH:21]=[CH:20][CH:19]=[CH:18][C:9]=2[CH:10]=[CH:11][C:12]2[CH:17]=[CH:16][CH:15]=[CH:14][C:13]1=2)([CH3:25])[CH3:22]. Reactants: 127.5, ClC1=C(OC2=CC=C(C=C2)O)C=CC(=C1)Cl (4-(2',4'-dichlorophenoxy)-phenol), COC(C(C)Cl)=O (2-chloropropionic acid methyl ester), [OH-].[Na+] (sodium hydroxide). Run in C=1(C(=CC=CC1)C)C (xylene). Run at time 15 minute. Yields the product ClC1=C(OC2=CC=C(OC(C(=O)O)C)C=C2)C=CC(=C1)Cl (2-[4'-(2",4"-dichlorophenoxy)-phenoxy]propionic acid). Reaction SMILES: [Cl:1][C:2]1[CH:15]=[C:14]([Cl:16])[CH:13]=[CH:12][C:3]=1[O:4][C:5]1[CH:10]=[CH:9][C:8]([OH:11])=[CH:7][CH:6]=1.C[O:18][C:19](=[O:23])[CH:20](Cl)[CH3:21].[OH-].[Na+]>C1(C)C(C)=CC=CC=1>[Cl:1][C:2]1[CH:15]=[C:14]([Cl:16])[CH:13]=[CH:12][C:3]=1[O:4][C:5]1[CH:6]=[CH:7][C:8]([O:11][CH:20]([CH3:21])[C:19]([OH:23])=[O:18])=[CH:9][CH:10]=1 |f:2.3|. Procedure: To a stirred solution of 127.5 parts of 4-(2',4'-dichlorophenoxy)-phenol and 69.2 parts of 2-chloropropionic acid methyl ester in 650 parts of xylene, 100 parts of 50% sodium hydroxide solution are added dropwise at about 110° C. and 500 mbar while simultaneously distilling off the azeotropic mixture of water and methanol. The addition being complete, stirring is continued for 15 minutes at 110° C. Work-up is as described in Example 1. 163.3 Parts of 2-[4'-(2",4"-dichlorophenoxy)-phenoxy]propion... Reactants: CNC(=O)Cc1cc(OC)c(C(C)(C)C)cc1-c1cccnc1OCc1ccccc1, CO. Yields the product CNC(=O)Cc1cc(OC)c(C(C)(C)C)cc1-c1ccc[nH]c1=O. Reaction SMILES: [CH2:1]([c:2]1[cH:3][cH:4][cH:5][cH:6][cH:7]1)[O:8][c:9]1[n:10][cH:11][cH:12][cH:13][c:14]1-[c:15]1[c:16]([CH2:27][C:28](=[O:29])[NH:30][CH3:31])[cH:17][c:18]([O:25][CH3:26])[c:19]([C:21]([CH3:22])([CH3:23])[CH3:24])[cH:20]1.[CH3:32][OH:33]>>[O:8]=[c:9]1[nH:10][cH:11][cH:12][cH:13][c:14]1-[c:15]1[c:16]([CH2:27][C:28](=[O:29])[NH:30][CH3:31])[cH:17][c:18]([O:25][CH3:26])[c:19]([C:21]([CH3:22])([CH3:23])[CH3:24])[cH:20]1.